Dataset: the Open Reaction Database (ORD), a public repository of structured organic reaction records. Task: describe an organic reaction: reactants, conditions, products, and yield Starting materials: NC1=CC2=C(N=C(S2)Cl)C=C1 (6-amino-2-chlorobenzothiazole), CC(=O)C (acetone), C(C)(=O)O (acetic acid), C(C)(=O)O[BH-](OC(C)=O)OC(C)=O.[Na+] (sodium triacetoxyborohydride). The solvent is ClC(C)Cl (dichloroethane), O (water). Conditions: time 2 hour. Yields the product ClC=1SC2=C(N1)C=CC(=C2)NC(C)C (2-chloro-6-isopropylaminobenzothiazole). RXN SMILES: [NH2:1][C:2]1[CH:11]=[CH:10][C:5]2[N:6]=[C:7]([Cl:9])[S:8][C:4]=2[CH:3]=1.[CH3:12][C:13]([CH3:15])=O.C(O[BH-](OC(=O)C)OC(=O)C)(=O)C.[Na+].C(O)(=O)C>ClC(Cl)C.O>[Cl:9][C:7]1[S:8][C:4]2[CH:3]=[C:2]([NH:1][CH:13]([CH3:15])[CH3:12])[CH:11]=[CH:10][C:5]=2[N:6]=1 |f:2.3|. Procedure details: To a solution of (29) (0.2 mmol, 36.8 mg) in 2 ml dichloroethane was added 0.2 mmol acetone (14.5 μl), followed by 63.6 mg sodium triacetoxyborohydride, and 12 μl acetic acid. After 2 h, the solution was poured into water and extracted with ethyl acetate. The combined extracts were washed with water, dried over sodium sulfate, and the solvent removed by rotary evaporation.